The task is: describe an organic reaction: reactants, conditions, products, and yield. This data is from the Open Reaction Database (ORD), a public repository of structured organic reaction records. The reactants are CC(C)(C)[Si](C)(C)OC(CNC(=O)OCc1ccccc1)CC1NC(=O)C(NC(=O)OCc2ccccc2)Cc2cc(ccc2OCc2ccccc2)-c2ccc(OCc3ccccc3)c(c2)CC(C(=O)OCc2ccccc2)NC1=O, C1CCOC1, CO, Cl, [Li+], [OH-], O. Product: CC(C)(C)[Si](C)(C)OC(CNC(=O)OCc1ccccc1)CC1NC(=O)C(NC(=O)OCc2ccccc2)Cc2cc(ccc2OCc2ccccc2)-c2ccc(OCc3ccccc3)c(c2)CC(C(=O)O)NC1=O. Reaction SMILES: [CH2:1]([c:2]1[cH:3][cH:4][cH:5][cH:6][cH:7]1)[O:8][C:9](=[O:10])[CH:11]1[CH2:12][c:13]2[c:14]([O:75][CH2:76][c:77]3[cH:78][cH:79][cH:80][cH:81][cH:82]3)[cH:15][cH:16][c:17]([cH:74]2)-[c:18]2[cH:19][cH:20][c:21]([O:66][CH2:67][c:68]3[cH:69][cH:70][cH:71][cH:72][cH:73]3)[c:22]([cH:65]2)[CH2:23][CH:24]([NH:54][C:55](=[O:56])[O:57][CH2:58][c:59]2[cH:60][cH:61][cH:62][cH:63][cH:64]2)[C:25](=[O:53])[NH:26][CH:27]([CH2:31][CH:32]([CH2:33][NH:34][C:35](=[O:36])[O:37][CH2:38][c:39]2[cH:40][cH:41][cH:42][cH:43][cH:44]2)[O:45][Si:46]([CH3:47])([CH3:48])[C:49]([CH3:50])([CH3:51])[CH3:52])[C:28](=[O:30])[NH:29]1.[CH2:88]1[O:89][CH2:90][CH2:91][CH2:92]1.[CH3:83][OH:84].[ClH:87].[Li+:85].[OH-:86].[OH2:93]>>[O:8]=[C:9]([OH:10])[CH:11]1[CH2:12][c:13]2[c:14]([O:75][CH2:76][c:77]3[cH:78][cH:79][cH:80][cH:81][cH:82]3)[cH:15][cH:16][c:17]([cH:74]2)-[c:18]2[cH:19][cH:20][c:21]([O:66][CH2:67][c:68]3[cH:69][cH:70][cH:71][cH:72][cH:73]3)[c:22]([cH:65]2)[CH2:23][CH:24]([NH:54][C:55](=[O:56])[O:57][CH2:58][c:59]2[cH:60][cH:61][cH:62][cH:63][cH:64]2)[C:25](=[O:53])[NH:26][CH:27]([CH2:31][CH:32]([CH2:33][NH:34][C:35](=[O:36])[O:37][CH2:38][c:39]2[cH:40][cH:41][cH:42][cH:43][cH:44]2)[O:45][Si:46]([CH3:47])([CH3:48])[C:49]([CH3:50])([CH3:51])[CH3:52])[C:28](=[O:30])[NH:29]1. Reactants: CN1CCNCC1, COC(=O)c1ccc(CCl)cc1, CC(C)=O, [I-], [Na+]. Product: COC(=O)c1ccc(CN2CCN(C)CC2)cc1. Reaction SMILES: [CH3:13][N:14]1[CH2:15][CH2:16][NH:17][CH2:18][CH2:19]1.[CH3:1][O:2][C:3]([c:4]1[cH:5][cH:6][c:7]([CH2:10][Cl:11])[cH:8][cH:9]1)=[O:12].[CH3:22][C:23](=[O:24])[CH3:25].[I-:21].[Na+:20]>>[CH3:1][O:2][C:3]([c:4]1[cH:5][cH:6][c:7]([CH2:10][N:17]2[CH2:16][CH2:15][N:14]([CH3:13])[CH2:19][CH2:18]2)[cH:8][cH:9]1)=[O:12]. Starting materials: [Al+3], CC(=O)NCC1(N2CCN(C)CC2)CCCCC1, [H-], [H-], [H-], [H-], [Li+], C1CCOC1, O. Product: CCNCC1(N2CCN(C)CC2)CCCCC1. RXN SMILES: [Al+3:2].[C:7]([CH3:8])(=[O:9])[NH:10][CH2:11][C:12]1([N:18]2[CH2:19][CH2:20][N:21]([CH3:24])[CH2:22][CH2:23]2)[CH2:13][CH2:14][CH2:15][CH2:16][CH2:17]1.[H-:1].[H-:4].[H-:5].[H-:6].[Li+:3].[O:26]1[CH2:27][CH2:28][CH2:29][CH2:30]1.[OH2:25]>>[CH2:7]([CH3:8])[NH:10][CH2:11][C:12]1([N:18]2[CH2:19][CH2:20][N:21]([CH3:24])[CH2:22][CH2:23]2)[CH2:13][CH2:14][CH2:15][CH2:16][CH2:17]1. The reactants are CC(=O)SCC(C)C(=O)N1CCCC1C(=O)NC(Cc1ccccc1)C(=O)OC(C)(C)C, ClCCl, O=C(O)C(F)(F)F. Yields the product CC(=O)SCC(C)C(=O)N1CCCC1C(=O)NC(Cc1ccccc1)C(=O)O. RXN SMILES: [C:1]([CH3:2])([CH3:3])([CH3:4])[O:5][C:6]([CH:7]([NH:8][C:9]([CH:10]1[N:11]([C:15]([CH:16]([CH2:17][S:18][C:19]([CH3:20])=[O:21])[CH3:22])=[O:23])[CH2:12][CH2:13][CH2:14]1)=[O:24])[CH2:25][c:26]1[cH:27][cH:28][cH:29][cH:30][cH:31]1)=[O:32].[Cl:40][CH2:41][Cl:42].[OH:33][C:34]([C:35]([F:36])([F:37])[F:38])=[O:39]>>[O:5]=[C:6]([CH:7]([NH:8][C:9]([CH:10]1[N:11]([C:15]([CH:16]([CH2:17][S:18][C:19]([CH3:20])=[O:21])[CH3:22])=[O:23])[CH2:12][CH2:13][CH2:14]1)=[O:24])[CH2:25][c:26]1[cH:27][cH:28][cH:29][cH:30][cH:31]1)[OH:32]. The reactants are COC=1C=C(C=CC1)CCC#CC(CCC=1OC(=CC1)C)O (1-(m-methoxyphenyl)-7-(5-methyl-2-furyl)-3-heptyn-5-ol), O (water), S(O)(O)(=O)=O (sulphuric acid), O (water). The solvent is C(C)(=O)O (acetic acid). Reaction conditions: temperature 80 celsius, time 1 hour. The product is CC1=C(C(CC1)=O)CC(C#CCCC1=CC(=CC=C1)OC)O (3-methyl-2-[6-(m-methoxyphenyl)-2-hydroxy-3-hexynyl]-2-cyclopentenone). As a reaction SMILES: [CH3:1][O:2][C:3]1[CH:4]=[C:5]([CH2:9][CH2:10][C:11]#[C:12][CH:13]([OH:22])[CH2:14][CH2:15][C:16]2[O:17][C:18]([CH3:21])=[CH:19][CH:20]=2)[CH:6]=[CH:7][CH:8]=1.O.S(=O)(=O)(O)O>C(O)(=O)C>[CH3:21][C:18]1[CH2:19][CH2:20][C:16](=[O:17])[C:15]=1[CH2:14][CH:13]([OH:22])[C:12]#[C:11][CH2:10][CH2:9][C:5]1[CH:6]=[CH:7][CH:8]=[C:3]([O:2][CH3:1])[CH:4]=1. Procedure details: A solution of 10.00 g (33.6 mmol) dl-1-(m-methoxyphenyl)-7-(5-methyl-2-furyl)-3-heptyn-5-ol in 20 ml acetic acid, about 10 ml water and 0.40 ml about 20% sulphuric acid was stirred under nitrogen in an oil-bath at 90° C. for about 24 hours. After cooling, the mixture was poured into 200 ml water and extracted with methylene chloride. The methylene chloride layer was washed with water and evaporated to dryness under reduced pressure. The residue (10.60 g) was dissolved in 500 ml of about 0.1 N et... Reactants: Cl.NC=1N(C=CN1)C (2-amino-1-methylimidazole hydrochloride), [OH-].[Na+] (NaOH), C1(=CC=CC=C1)N=C=S (phenyl isothiocyanate). Run in C(Cl)Cl (methylene chloride). The product is CN1C(=NC=C1)NC(=S)NC1=CC=CC=C1 (N-(1-methylimidazol-2-yl)-N'-phenylthiourea). RXN SMILES: Cl.[NH2:2][C:3]1[N:4]([CH3:8])[CH:5]=[CH:6][N:7]=1.[OH-].[Na+].[C:11]1([N:17]=[C:18]=[S:19])[CH:16]=[CH:15][CH:14]=[CH:13][CH:12]=1>C(Cl)Cl>[CH3:8][N:4]1[CH:5]=[CH:6][N:7]=[C:3]1[NH:2][C:18]([NH:17][C:11]1[CH:16]=[CH:15][CH:14]=[CH:13][CH:12]=1)=[S:19] |f:0.1,2.3|. Procedure details: A 4.8 g (0.036 mole) sample of 2-amino-1-methylimidazole hydrochloride is suspended in 20 ml of methylene chloride and stirred with 10 ml of 50% NaOH. The organic layer is separated and the aqueous layer is extracted twice with 20 ml portions of fresh methylene chloride. The combined organic extracts are dried over K2CO3 and filtered. The filtrate is treated with 4.86 g (0.036 mole) of phenyl isothiocyanate. The solution is heated under reflux for 4 hr. Evaporation of the solvent in vacuo follow... The product is ClC=1C=C(C=CC1)CC1=CC=C(C=O)C=C1 (4-(3-chlorophenylmethyl)benzaldehyde). As a reaction SMILES: C1O[CH:4]([C:5]2[CH:10]=[CH:9][C:8]([CH2:11][C:12]3[CH:17]=[CH:16][CH:15]=[C:14]([Cl:18])[CH:13]=3)=[CH:7][CH:6]=2)[O:3]C1.Cl>O1CCCC1>[Cl:18][C:14]1[CH:13]=[C:12]([CH2:11][C:8]2[CH:7]=[CH:6][C:5]([CH:4]=[O:3])=[CH:10][CH:9]=2)[CH:17]=[CH:16][CH:15]=1. Conditions: time 15 minute. Reported procedure: To a solution of 4-(3-chlorophenylmethyl)benzaldehyde ethylene acetal (19.9 g) in tetrahydrofuran (80 ml) was added dropwise 10% hydrochloric acid (25.0 ml). After stirring for 15 minutes under ice-cooling, tetrahydrofuran was removed by using a reduced pressure distillation. and the residue was extracted with ethyl acetate. The organic layer was washed with water, saturated aqueous sodium hydrogencarbonate solution and saturated aqueous sodium chloride solution, dried over anhydrous magnesium s... Isolated yield 100.1%. Starting materials: C1COC(C2=CC=C(C=C2)CC2=CC(=CC=C2)Cl)O1 (4-(3-chlorophenylmethyl)benzaldehyde ethylene acetal), Cl (hydrochloric acid). Solvent: O1CCCC1 (tetrahydrofuran).